Dataset: the Open Reaction Database (ORD), a public repository of structured organic reaction records. Task: describe an organic reaction: reactants, conditions, products, and yield Starting materials: [Al+3], COC(=O)Cn1nnc(-c2cc(C)c(OCCCCCc3cc(C)no3)c(C)c2)n1, [H-], [H-], [H-], [H-], [Li+], [Na+], C1CCOC1, [OH-], O. Product: Cc1cc(CCCCCOc2c(C)cc(-c3nnn(CCO)n3)cc2C)on1. Reaction SMILES: [Al+3:32].[CH3:1][c:2]1[c:3]([O:4][CH2:5][CH2:6][CH2:7][CH2:8][CH2:9][c:10]2[cH:11][c:12]([CH3:15])[n:13][o:14]2)[c:16]([CH3:30])[cH:17][c:18](-[c:20]2[n:21][n:22][n:23]([CH2:25][C:26](=[O:27])[O:28][CH3:29])[n:24]2)[cH:19]1.[H-:31].[H-:34].[H-:35].[H-:36].[Li+:33].[Na+:39].[O:40]1[CH2:41][CH2:42][CH2:43][CH2:44]1.[OH-:38].[OH2:37]>>[CH3:1][c:2]1[c:3]([O:4][CH2:5][CH2:6][CH2:7][CH2:8][CH2:9][c:10]2[cH:11][c:12]([CH3:15])[n:13][o:14]2)[c:16]([CH3:30])[cH:17][c:18](-[c:20]2[n:21][n:22][n:23]([CH2:25][CH2:26][OH:27])[n:24]2)[cH:19]1. Reactants: NC[C@H]1N(CCC[C@H]1C)C(=O)C1=C(C=C(C(=C1)F)F)C1=NC=CC=N1 (((2S,3R)-2-(aminomethyl)-3-methylpiperidin-1-yl)(4,5-difluoro-2-(pyrimidin-2-yl)phenyl)methanone), FC1=NC=C(C=C1)C(F)(F)F (2-fluoro-5-(trifluoromethyl)pyridine). Yields the product FC1=CC(=C(C=C1F)C(=O)N1[C@@H]([C@@H](CCC1)C)CNC1=NC=C(C=C1)C(F)(F)F)C1=NC=CC=N1 ((4,5-Difluoro-2-(pyrimidin-2-yl)phenyl)((2S,3R)-3-methyl-2-(((5-(trifluoromethyl)pyridin-2-yl)amino)methyl)piperidin-1-yl)methanone). RXN SMILES: [NH2:1][CH2:2][C@@H:3]1[C@H:8]([CH3:9])[CH2:7][CH2:6][CH2:5][N:4]1[C:10]([C:12]1[CH:17]=[C:16]([F:18])[C:15]([F:19])=[CH:14][C:13]=1[C:20]1[N:25]=[CH:24][CH:23]=[CH:22][N:21]=1)=[O:11].F[C:27]1[CH:32]=[CH:31][C:30]([C:33]([F:36])([F:35])[F:34])=[CH:29][N:28]=1>>[F:19][C:15]1[C:16]([F:18])=[CH:17][C:12]([C:10]([N:4]2[CH2:5][CH2:6][CH2:7][C@@H:8]([CH3:9])[C@H:3]2[CH2:2][NH:1][C:27]2[CH:32]=[CH:31][C:30]([C:33]([F:36])([F:35])[F:34])=[CH:29][N:28]=2)=[O:11])=[C:13]([C:20]2[N:21]=[CH:22][CH:23]=[CH:24][N:25]=2)[CH:14]=1. Procedure details: The title compound was prepared following the same general protocol as described for Example A1 using ((2S,3R)-2-(aminomethyl)-3-methylpiperidin-1-yl)(4,5-difluoro-2-(pyrimidin-2-yl)phenyl)methanone and 2-fluoro-5-(trifluoromethyl)pyridine. ESI-MS (m/z): 492 [M+1]+. 1H NMR (300 MHz, DMSO-d6) δ 9.00-6.55 (m, 9H), 4.85-2.75 (m, 5H), 2.00-0.65 (m, 8H).